From a dataset of the Open Reaction Database (ORD), a public repository of structured organic reaction records. describe an organic reaction: reactants, conditions, products, and yield Reactants: C(C)(=O)Cl (acetyl chloride), OC1=CC=C(C=C1)[C@@H]1CC[C@H](CC1)[C@@H]1CC[C@H](CC1)CCC (trans-1-p-hydroxyphenyl-4-(trans-4-propylcyclohexyl)-cyclohexane), N1=CC=CC=C1 (pyridine). The solvent is C1(=CC=CC=C1)C (toluene). Product: C(C)(=O)OC1=CC=C(C=C1)[C@@H]1CC[C@H](CC1)[C@@H]1CC[C@H](CC1)CCC (trans-1-p-acetoxyphenyl-4-(trans-4-propylcyclohexyl)-cyclohexane). RXN SMILES: [C:1](Cl)(=[O:3])[CH3:2].[OH:5][C:6]1[CH:11]=[CH:10][C:9]([C@H:12]2[CH2:17][CH2:16][C@H:15]([C@H:18]3[CH2:23][CH2:22][C@H:21]([CH2:24][CH2:25][CH3:26])[CH2:20][CH2:19]3)[CH2:14][CH2:13]2)=[CH:8][CH:7]=1.N1C=CC=CC=1>C1(C)C=CC=CC=1>[C:1]([O:5][C:6]1[CH:11]=[CH:10][C:9]([C@H:12]2[CH2:13][CH2:14][C@H:15]([C@H:18]3[CH2:23][CH2:22][C@H:21]([CH2:24][CH2:25][CH3:26])[CH2:20][CH2:19]3)[CH2:16][CH2:17]2)=[CH:8][CH:7]=1)(=[O:3])[CH3:2]. Procedure details: 8 g of acetyl chloride is added to a solution of 30 g of trans-1-p-hydroxyphenyl-4-(trans-4-propylcyclohexyl)-cyclohexane and 20 ml of pyridine in 300 ml of toluene and the mixture is warmed to 80° for 1 hour. After cooling and customary working up, trans-1-p-acetoxyphenyl-4-(trans-4-propylcyclohexyl)-cyclohexane is obtained. The reactants are C(CC)=O (propionaldehyde), NC(=O)N (urea), 269.5g, P(OCCCl)(OCCCl)OCCCl (tris (2-chloroethyl) phosphite), aldehyde. Product: N(C(=O)N)C(CC)P(OCCCl)(OCCCl)=O (bis(2-chloroethyl) 1-ureidopropylphosphonate). As a reaction SMILES: [CH:1](=O)[CH2:2][CH3:3].[NH2:5][C:6]([NH2:8])=[O:7].[P:9]([O:18][CH2:19][CH2:20][Cl:21])([O:14][CH2:15][CH2:16][Cl:17])[O:10]CCCl>>[NH:5]([CH:1]([P:9](=[O:10])([O:14][CH2:15][CH2:16][Cl:17])[O:18][CH2:19][CH2:20][Cl:21])[CH2:2][CH3:3])[C:6]([NH2:8])=[O:7]. Procedure details: Freshly distilled propionaldehyde, 58.0g (1.0 mole), is added dropwise in 1 hr to a stirred mixture of 60.0g (1.0 mole) of powdered urea and 269.5g (1.0 mole) of crude tris (2-chloroethyl) phosphite at 105°-112° C. Heat of reaction keeps the temperature at this level without external warming during most of the aldehyde addition. The reaction mixture is warmed for 0.25 hr more, and then it is stripped to 122°/2mm, giving a viscous, yellow residue, crude bis(2-chloroethyl) 1-ureidopropylphosphonat... Reactants: C(C)C=1C=CC=C2C=CNC12 (7-ethyl-1H-indole), [Cl-].O(C1=CC=CC=C1)C=1C=C(C=[N+](C)C)C=CC1 ((3-phenoxy-benzylidene)-dimethylammonium chloride), O(C1=CC=CC=C1)C=1C=C(C=O)C=CC1 (3-phenoxy-benzaldehyde), CNC (dimethylamine). The product is C(C)C=1C=CC=C2C(=CNC12)C(C1=CC(=CC=C1)OC1=CC=CC=C1)N(C)C ([(7-Ethyl-1H-indol-3-yl)-(3-phenoxy-phenyl)-methyl]-dimethyl-amine). As a reaction SMILES: [CH2:1]([C:3]1[CH:4]=[CH:5][CH:6]=[C:7]2[C:11]=1[NH:10][CH:9]=[CH:8]2)[CH3:2].[Cl-].[O:13]([C:20]1[CH:21]=[C:22]([CH:27]=[CH:28][CH:29]=1)[CH:23]=[N+:24]([CH3:26])[CH3:25])[C:14]1[CH:19]=[CH:18][CH:17]=[CH:16][CH:15]=1.O(C1C=C(C=CC=1)C=O)C1C=CC=CC=1.CNC>>[CH2:1]([C:3]1[CH:4]=[CH:5][CH:6]=[C:7]2[C:11]=1[NH:10][CH:9]=[C:8]2[CH:23]([N:24]([CH3:26])[CH3:25])[C:22]1[CH:27]=[CH:28][CH:29]=[C:20]([O:13][C:14]2[CH:15]=[CH:16][CH:17]=[CH:18][CH:19]=2)[CH:21]=1)[CH3:2] |f:1.2|. Procedure details: The preparation was carried out in accordance with general synthesis instructions 4 from 7-ethyl-1H-indole and (3-phenoxy-benzylidene)-dimethylammonium chloride, which had been prepared in accordance with example 44 from 3-phenoxy-benzaldehyde and dimethylamine. The reactants are [Al+3], CCOC(=O)C1CCC(O[Si](C)(C)C(C)(C)C)CN1C(=O)OC(C)(C)C, C1CCOC1, [H-], [H-], [H-], [H-], [Li+]. The product is CC(C)(C)OC(=O)N1CC(O[Si](C)(C)C(C)(C)C)CCC1CO. As a reaction SMILES: [Al+3:28].[C:1]([CH3:2])([CH3:3])([CH3:4])[Si:5]([O:6][CH:7]1[CH2:8][CH2:9][CH:10]([C:20](=[O:21])[O:22][CH2:23][CH3:24])[N:11]([C:13](=[O:14])[O:15][C:16]([CH3:17])([CH3:18])[CH3:19])[CH2:12]1)([CH3:25])[CH3:26].[CH2:33]1[O:34][CH2:35][CH2:36][CH2:37]1.[H-:27].[H-:30].[H-:31].[H-:32].[Li+:29]>>[C:1]([CH3:2])([CH3:3])([CH3:4])[Si:5]([O:6][CH:7]1[CH2:8][CH2:9][CH:10]([CH2:20][OH:21])[N:11]([C:13](=[O:14])[O:15][C:16]([CH3:17])([CH3:18])[CH3:19])[CH2:12]1)([CH3:25])[CH3:26].